From a dataset of the Open Reaction Database (ORD), a public repository of structured organic reaction records. describe an organic reaction: reactants, conditions, products, and yield The reactants are O=C(O)c1ccc([N+](=O)[O-])cc1[N+](=O)[O-], NS(=O)(=O)c1ccccc1. Yields the product N#Cc1ccc([N+](=O)[O-])cc1[N+](=O)[O-]. Reaction SMILES: [N+:1](=[O:2])([O-:3])[c:4]1[c:5]([C:6]([OH:7])=[O:8])[cH:9][cH:10][c:11]([N+:13](=[O:14])[O-:15])[cH:12]1.[c:16]1([S:17](=[O:18])(=[O:19])[NH2:25])[cH:20][cH:21][cH:22][cH:23][cH:24]1>>[N+:1](=[O:2])([O-:3])[c:4]1[c:5]([C:6]#[N:25])[cH:9][cH:10][c:11]([N+:13](=[O:14])[O-:15])[cH:12]1. The reactants are ClC=1C=C(C#N)C=C(C1)OC=1C(NC=CC1C(F)(F)F)=O (3-chloro-5-{[2-oxo-4-(trifluoromethyl)-1,2-dihydropyridin-3-yl]oxy}benzonitrile), C([O-])([O-])=O.[K+].[K+] (potassium carbonate), NS(=O)(=O)C1=CC(=C(C=C1)NC(CBr)=O)Cl (N-[4-(aminosulfonyl)-2-chlorophenyl]-2-bromoacetamide). Run at time 16 hour. Yields the product NS(=O)(=O)C1=CC(=C(C=C1)NC(CN1C(C(=C(C=C1)C(F)(F)F)OC1=CC(=CC(=C1)C#N)Cl)=O)=O)Cl (N-[4-(aminosulfonyl)-2-chlorophenyl]-2-[3-(3-chloro-5-cyanophenoxy)-2-oxo-4-(trifluoromethyl)pyridin-1 (2H)-yl]acetamide). Run in CN(C=O)C (dimethylformamide), CN(C=O)C (dimethylformamide), C(C)(=O)OCC (ethyl acetate). As a reaction SMILES: [Cl:1][C:2]1[CH:3]=[C:4]([CH:7]=[C:8]([O:10][C:11]2[C:12](=[O:21])[NH:13][CH:14]=[CH:15][C:16]=2[C:17]([F:20])([F:19])[F:18])[CH:9]=1)[C:5]#[N:6].C(=O)([O-])[O-].[K+].[K+].[NH2:28][S:29]([C:32]1[CH:37]=[CH:36][C:35]([NH:38][C:39](=[O:42])[CH2:40]Br)=[C:34]([Cl:43])[CH:33]=1)(=[O:31])=[O:30]>CN(C)C=O.C(OCC)(=O)C>[NH2:28][S:29]([C:32]1[CH:37]=[CH:36][C:35]([NH:38][C:39](=[O:42])[CH2:40][N:13]2[CH:14]=[CH:15][C:16]([C:17]([F:18])([F:19])[F:20])=[C:11]([O:10][C:8]3[CH:7]=[C:4]([C:5]#[N:6])[CH:3]=[C:2]([Cl:1])[CH:9]=3)[C:12]2=[O:21])=[C:34]([Cl:43])[CH:33]=1)(=[O:31])=[O:30] |f:1.2.3|. Procedure: To 3-chloro-5-{[2-oxo-4-(trifluoromethyl)-1,2-dihydropyridin-3-yl]oxy}benzonitrile (3C, 0.050 g, 0.159 mmol) and potassium carbonate (0.022 g, 0.159 mmol) suspended in dimethylformamide (1 mL) was added N-[4-(aminosulfonyl)-2-chlorophenyl]-2-bromoacetamide (0.052 g, 0.149 mmol) as a solution in dimethylformamide (1 mL). The reaction mixture was allowed to stir at room temperature. After 16 hours, the reaction mixture was diluted with ethyl acetate (20 mL), washed with water (3×10 mL), dried (MgS... The reactants are CCCCCCCCCCCCCNc1ccc(C(=O)O)cc1, CN(C)P(=O)(N(C)C)N(C)C, OCC(O)CCl, [H-], [Na+]. The product is CCCCCCCCCCCCCNc1ccc(C(=O)OCC(O)CO)cc1. As a reaction SMILES: [CH2:1]([CH2:2][CH2:3][CH2:4][CH2:5][CH2:6][CH2:7][CH2:8][CH2:9][CH2:10][CH2:11][CH2:12][CH3:13])[NH:14][c:15]1[cH:16][cH:17][c:18]([C:19](=[O:20])[OH:21])[cH:22][cH:23]1.[CH3:32][N:33]([P:34]([N:35]([CH3:36])[CH3:37])([N:38]([CH3:39])[CH3:40])=[O:41])[CH3:42].[Cl:26][CH2:27][CH:28]([CH2:29][OH:30])[OH:31].[H-:24].[Na+:25]>>[CH2:1]([CH2:2][CH2:3][CH2:4][CH2:5][CH2:6][CH2:7][CH2:8][CH2:9][CH2:10][CH2:11][CH2:12][CH3:13])[NH:14][c:15]1[cH:16][cH:17][c:18]([C:19](=[O:20])[O:21][CH2:27][CH:28]([CH2:29][OH:30])[OH:31])[cH:22][cH:23]1.